Dataset: the Open Reaction Database (ORD), a public repository of structured organic reaction records. Task: describe an organic reaction: reactants, conditions, products, and yield Reactants: OC(NC(=O)OCC1=CC=CC=C1)C(=O)O (α-Hydroxy-N-benzyloxycarbonylglycine), C(C)(C)S (isopropylmercaptan), OS(=O)(=O)O (H2SO4). The solvent is C(C)(=O)O (acetic acid). Run at time 2 day. Product: C(C)(C)SC(NC(=O)OCC1=CC=CC=C1)C(=O)O (α-(Isopropylthio)-N-(benzyloxycarbonyl)glycine). Yield: 94.0%. Reaction SMILES: O[CH:2]([C:14]([OH:16])=[O:15])[NH:3][C:4]([O:6][CH2:7][C:8]1[CH:13]=[CH:12][CH:11]=[CH:10][CH:9]=1)=[O:5].[CH:17]([SH:20])([CH3:19])[CH3:18].OS(O)(=O)=O>C(O)(=O)C>[CH:17]([S:20][CH:2]([C:14]([OH:16])=[O:15])[NH:3][C:4]([O:6][CH2:7][C:8]1[CH:13]=[CH:12][CH:11]=[CH:10][CH:9]=1)=[O:5])([CH3:19])[CH3:18]. Procedure: α-hydroxy-N-benzyloxycarbonylglycine 22A (5.57 g, 0.027 mol) of Example 1 was stirred with isopropylmercaptan (8.29 g, 0.11 mol) in glacial acetic acid (26.5 mL) at 0° C. Conc H2SO4 (0.27 mL) was added and the mixture stirred for 2 days at room temperature. The mixture was then poured into ice and the organic layer extracted with ethyl acetate. The ethyl acetate solution was washed with water, 5% NaHCO3, dried over MgSO4, solvent removed to give 22B in 94% yield. This was used without further pu... Starting materials: C1N2CN3CN1CN(C2)C3, CN(C)c1c[nH]c2cccnc12, CCC(=O)O. Product: O=Cc1c[nH]c2cccnc12. RXN SMILES: [CH2:13]1[N:14]2[CH2:15][N:16]3[CH2:17][N:18]([CH2:19]2)[CH2:20][N:21]1[CH2:22]3.[CH3:1][N:2]([c:3]1[cH:4][nH:5][c:6]2[c:7]1[n:8][cH:9][cH:10][cH:11]2)[CH3:12].[CH3:23][CH2:24][C:25]([OH:26])=[O:27]>>[c:3]1([CH:25]=[O:26])[cH:4][nH:5][c:6]2[c:7]1[n:8][cH:9][cH:10][cH:11]2. Reactants: C1(CCC(=O)OC(C(C(C(=O)O1)C)C)=O)=O (dimethylsuccinyl succinate), NC1=CC=C(C=C1)S(=O)(=O)NC1=C(C(=NO1)C)C (4-amino-N-(3,4-dimethyl-5-isoxazolyl)benzenesulfonamide), S(O)(O)(=O)=O (sulfuric acid), [N+](=O)([O-])C=1C=C(C=CC1)S(=O)(=O)[O-].[Na+] (sodium 3-nitrobenzenesulfonate), [OH-].[K+] (potassium hydroxide), O (water), S(O)(O)(=O)=O (sulfuric acid), O (water), resultant mixture. Solvent: CO (methanol). Conditions: temperature 50 celsius. Product: CC1=NOC(=C1C)NS(=O)(=O)C1=CC=C(NC2=C(C(=O)O)C=C(C(=C2)C(=O)O)NC2=CC=C(C=C2)S(NC2=C(C(=NO2)C)C)(=O)=O)C=C1 (2,5-bis[4-(3,4-dimethyl-5-isoxazolyl)sulfamoylanilino]terephthalic acid). The yield is 70.4%. As a reaction SMILES: C1(=O)[O:12][C:10](=[O:11])[CH:9]([CH3:13])[CH:8]([CH3:14])C(=O)OC(=O)CC1.[NH2:17][C:18]1[CH:23]=[CH:22][C:21]([S:24]([NH:27][C:28]2[O:32][N:31]=[C:30]([CH3:33])[C:29]=2[CH3:34])(=[O:26])=[O:25])=[CH:20][CH:19]=1.[S:35](=[O:39])(=O)(O)[OH:36].[N+:40]([C:43]1[CH:44]=[C:45](S([O-])(=O)=O)[CH:46]=[CH:47][CH:48]=1)([O-])=O.[Na+].[OH-:54].[K+].[OH2:56]>CO>[CH3:33][C:30]1[C:29]([CH3:34])=[C:28]([NH:27][S:24]([C:21]2[CH:22]=[CH:23][C:18]([NH:17][C:14]3[CH:8]=[C:9]([C:10]([OH:12])=[O:11])[C:13]([NH:40][C:43]4[CH:44]=[CH:45][C:46]([S:35](=[O:39])(=[O:36])[NH:27][C:28]5[O:32][N:31]=[C:30]([CH3:33])[C:29]=5[CH3:34])=[CH:47][CH:48]=4)=[CH:19][C:18]=3[C:23]([OH:56])=[O:54])=[CH:19][CH:20]=2)(=[O:26])=[O:25])[O:32][N:31]=1 |f:3.4,5.6|. Procedure: To 150 g of methanol was added with stirring 20 g (87.6 mmol) of dimethylsuccinyl succinate, 53.9 g (201.6 mmol) of 4-amino-N-(3,4-dimethyl-5-isoxazolyl)benzenesulfonamide (Aldrich Chemical Co.), and 0.7 g of concentrated sulfuric acid. The reaction mixture was heated slowly to 95° to 97° C. and maintained at that temperature for five hours. After the reaction mixture was cooled to 50° C., 26 g of sodium 3-nitrobenzenesulfonate, 2 g of water, and 75 g of 45% aqueous potassium hydroxide were slow... Reactants: CC(=O)OCCc1ccc(NCc2ccccc2)cc1, CC(C)c1cccc(C(C)C)c1N=C=O. The product is CC(=O)OCCc1ccc(N(Cc2ccccc2)C(=O)Nc2c(C(C)C)cccc2C(C)C)cc1. As a reaction SMILES: [C:1]([CH3:2])(=[O:3])[O:4][CH2:5][CH2:6][c:7]1[cH:8][cH:9][c:10]([NH:13][CH2:14][c:15]2[cH:16][cH:17][cH:18][cH:19][cH:20]2)[cH:11][cH:12]1.[CH:21]([CH3:22])([CH3:23])[c:24]1[c:25]([N:33]=[C:34]=[O:35])[c:26]([CH:30]([CH3:31])[CH3:32])[cH:27][cH:28][cH:29]1>>[C:1]([CH3:2])(=[O:3])[O:4][CH2:5][CH2:6][c:7]1[cH:8][cH:9][c:10]([N:13]([CH2:14][c:15]2[cH:16][cH:17][cH:18][cH:19][cH:20]2)[C:34]([NH:33][c:25]2[c:24]([CH:21]([CH3:22])[CH3:23])[cH:29][cH:28][cH:27][c:26]2[CH:30]([CH3:31])[CH3:32])=[O:35])[cH:11][cH:12]1. As a reaction SMILES: [Cl:1][C:2]1[CH:3]=[C:4]([C@@:9]23[CH2:15][C@@H:14]2[CH2:13][NH:12][CH2:11][CH2:10]3)[CH:5]=[CH:6][C:7]=1[Cl:8].Cl>C(Cl)Cl>[ClH:1].[Cl:1][C:2]1[CH:3]=[C:4]([C@@:9]23[CH2:15][C@@H:14]2[CH2:13][NH:12][CH2:11][CH2:10]3)[CH:5]=[CH:6][C:7]=1[Cl:8] |f:3.4|. The solvent is C(Cl)Cl (DCM). Reactants: ClC=1C=C(C=CC1Cl)[C@@]12CCNC[C@H]2C1 ((1S,6R)-6-(3,4-dichlorophenyl)-3-azabicyclo[4.1.0]heptane), Cl (HCl). Yields the product Cl.ClC=1C=C(C=CC1Cl)[C@@]12CCNC[C@H]2C1 ((1S,6R)-6-(3,4-dichlorophenyl)-3-azabicyclo[4.1.0]heptane hydrochloride). Reported procedure: To a solution of (1S,6R)-6-(3,4-dichlorophenyl)-3-azabicyclo[4.1.0]heptane (E10a, 40 mg) in DCM was added 1 equivalent of HCl (1M in Et2O), the solvent evaporated in vacuo and the material thus obtained triturated with Et2O to give 45 mg of the title compound as a white slightly hygroscopic solid. Isolated yield 195.6%. The reactants are Cl (HCl), C(C)[Mg]Br (Ethylmagnesium bromide), FC(OC1=CC=C(C#N)C=C1)(F)F (4-(trifluoromethoxy)benzonitrile), [OH-].[Na+] (NaOH). Reagents/catalysts: C(C)(C)O[Ti](OC(C)C)(OC(C)C)OC(C)C (tetraisopropoxytitanium). Run in C(C)OCC (diethyl ether), C(C)OCC (diethyl ether). Run at time 1 hour. The product is FC(OC1=CC=C(C=C1)C1(CC1)N)(F)F (1-(4-(trifluoromethoxy)phenyl)cyclopropanamine). Yield: 63.5%. RXN SMILES: [CH2:1]([Mg]Br)[CH3:2].[F:5][C:6]([F:17])([F:16])[O:7][C:8]1[CH:15]=[CH:14][C:11]([C:12]#[N:13])=[CH:10][CH:9]=1.Cl.[OH-].[Na+]>C(OCC)C.C(O[Ti](OC(C)C)(OC(C)C)OC(C)C)(C)C>[F:5][C:6]([F:16])([F:17])[O:7][C:8]1[CH:15]=[CH:14][C:11]([C:12]2([NH2:13])[CH2:2][CH2:1]2)=[CH:10][CH:9]=1 |f:3.4|. Procedure: Ethylmagnesium bromide (3.0 M in diethyl ether, 7.33 ml, 22.0 mmol) was added over 50 minutes to a solution of 4-(trifluoromethoxy)benzonitrile (1.87 g, 10.0 mmol) and tetraisopropoxytitanium (3.22 ml, 11.0 mmol) in diethyl ether (50 ml) at −70° C., and the whole was stirred at room temperature for 1 hour. Boranetrifluoride diethyl ether complex (2.53 ml, 20.0 mmol) was added over 15 minutes to the reaction mixture and the whole was stirred at room temperature for 3 hours. 1N aqueous HCl solutio... Reactants: CC(C)C(=O)NC1CCC(CNC(=S)NC(=O)c2ccccc2)CC1, CO, [K+], [K+], O=C([O-])[O-], O. The product is CC(C)C(=O)NC1CCC(CNC(N)=S)CC1. RXN SMILES: [C:7](=[O:8])([c:9]1[cH:10][cH:11][cH:12][cH:13][cH:14]1)[NH:15][C:16](=[S:17])[NH:18][CH2:19][CH:20]1[CH2:21][CH2:22][CH:23]([NH:26][C:27](=[O:28])[CH:29]([CH3:30])[CH3:31])[CH2:24][CH2:25]1.[CH3:33][OH:34].[K+:1].[K+:2].[O-:3][C:4]([O-:5])=[O:6].[OH2:32]>>[NH2:15][C:16](=[S:17])[NH:18][CH2:19][CH:20]1[CH2:21][CH2:22][CH:23]([NH:26][C:27](=[O:28])[CH:29]([CH3:30])[CH3:31])[CH2:24][CH2:25]1.